This data is from the Open Reaction Database (ORD), a public repository of structured organic reaction records. The task is: describe an organic reaction: reactants, conditions, products, and yield Starting materials: CN(C=1C=C2C(=NC(NC2=CC1[N+](=O)[O-])=O)N(C(=O)OCC)N)C (ethyl (6-dimethylamino-7-nitro-2-oxo-1,2-dihydro-quinazolin-4-yl)-carbazate), CN(C=O)C (dimethylformamide). The product is CN(C1=CC=2C=3N(C(NC2C=C1[N+](=O)[O-])=O)C(NN3)=O)C (9-dimethylamino-8-nitro-2,3,5,6-tetrahydro-1,2,4-triazolo[4,3-c]quinazoline-3,5-dione). Yield: 65.0%. As a reaction SMILES: [CH3:1][N:2]([CH3:24])[C:3]1[CH:4]=[C:5]2[C:10](=[CH:11][C:12]=1[N+:13]([O-:15])=[O:14])[NH:9][C:8](=[O:16])[N:7]=[C:6]2[N:17]([NH2:23])C(OCC)=O.CN(C)[CH:27]=[O:28]>>[CH3:24][N:2]([CH3:1])[C:3]1[C:12]([N+:13]([O-:15])=[O:14])=[CH:11][C:10]2[NH:9][C:8](=[O:16])[N:7]3[C:27](=[O:28])[NH:23][N:17]=[C:6]3[C:5]=2[CH:4]=1. Procedure: 350 mg (1.04 mmol) of ethyl (6-dimethylamino-7-nitro-2-oxo-1,2-dihydro-quinazolin-4-yl)-carbazate in 30 ml of dry dimethylformamide were heated at reflux for 3 hrs. The reaction mixture was cooled to room temperature and the solvent was removed on a rotary evaporator. The residue was triturated with a small amount of acetone and the red precipitate was filtered off and dried in a vacuum. 195 mg (65%) of 9-dimethylamino-8-nitro-2,3,5,6-tetrahydro-1,2,4-triazolo[4,3-c]quinazoline-3,5-dione were ob... Reactants: IC1=CC=C(C=C1)C[C@@H](C(NCCNC1=CC=C(C=C1)OC)=O)NC(C1=CC(=CC=C1)C)=O ((S)-N-{2-(4-Iodo-phenyl)-1-[2-(4-methoxy-phenylamino)-ethylcarbamoyl]-ethyl}-3-methyl-benzamide), O1CCOCC1 (dioxane), C1(=CC=CC=C1)B(O)O (phenyl-boronic acid), C(=O)([O-])[O-].[Na+].[Na+] (Na2CO3). Reagents/catalysts: C=1C=CC(=CC1)[P](C=2C=CC=CC2)(C=3C=CC=CC3)[Pd]([P](C=4C=CC=CC4)(C=5C=CC=CC5)C=6C=CC=CC6)([P](C=7C=CC=CC7)(C=8C=CC=CC8)C=9C=CC=CC9)[P](C=1C=CC=CC1)(C=1C=CC=CC1)C=1C=CC=CC1 (Pd(PPh3)4). Run in O (water). Reaction conditions: temperature 150 celsius. The product is C1(=CC=C(C=C1)C[C@@H](C(NCCNC1=CC=C(C=C1)OC)=O)NC(C1=CC(=CC=C1)C)=O)C1=CC=CC=C1 ((S)-N-{2-Biphenyl-4-yl-1-[2-(4-methoxy-phenylamino)-ethylcarbamoyl]-ethyl}-3-methyl-benzamide). Isolated yield 44.3%. RXN SMILES: I[C:2]1[CH:7]=[CH:6][C:5]([CH2:8][C@H:9]([NH:24][C:25](=[O:33])[C:26]2[CH:31]=[CH:30][CH:29]=[C:28]([CH3:32])[CH:27]=2)[C:10](=[O:23])[NH:11][CH2:12][CH2:13][NH:14][C:15]2[CH:20]=[CH:19][C:18]([O:21][CH3:22])=[CH:17][CH:16]=2)=[CH:4][CH:3]=1.O1CCOCC1.[C:40]1(B(O)O)[CH:45]=[CH:44][CH:43]=[CH:42][CH:41]=1.C([O-])([O-])=O.[Na+].[Na+]>C1C=CC([P]([Pd]([P](C2C=CC=CC=2)(C2C=CC=CC=2)C2C=CC=CC=2)([P](C2C=CC=CC=2)(C2C=CC=CC=2)C2C=CC=CC=2)[P](C2C=CC=CC=2)(C2C=CC=CC=2)C2C=CC=CC=2)(C2C=CC=CC=2)C2C=CC=CC=2)=CC=1.O>[C:2]1([C:40]2[CH:45]=[CH:44][CH:43]=[CH:42][CH:41]=2)[CH:7]=[CH:6][C:5]([CH2:8][C@H:9]([NH:24][C:25](=[O:33])[C:26]2[CH:31]=[CH:30][CH:29]=[C:28]([CH3:32])[CH:27]=2)[C:10](=[O:23])[NH:11][CH2:12][CH2:13][NH:14][C:15]2[CH:20]=[CH:19][C:18]([O:21][CH3:22])=[CH:17][CH:16]=2)=[CH:4][CH:3]=1 |f:3.4.5,^1:58,60,79,98|. Procedure details: L-p-Iodo-phenylalanine (3.00 g, 10 mmol) was dissolved in H2O (25 mL) containing equimolar amounts of NaOH (0.40 g, 10 mmol). The solution was cooled to 0° C., then m-toluoyl chloride (1.32 mL, 10 mmol) was added dropwise under vigorous stirring. The mixture was allowed to warm to room temperature and stirred for approx. 2 h. After neutralization with 0.5 M HCl, the product was extracted from the reaction mixture three times with EtOAc. The combined organic layers were dried (MgSO4), filtered an... The reactants are N#Cc1ccc(Cl)nc1, C1CCC2=NCCCN2CC1, CN(C)C=O, O, CC(C)(C)OC(=O)NCCS. RXN SMILES: [Cl:1][c:2]1[n:3][cH:4][c:5]([C:8]#[N:9])[cH:6][cH:7]1.[N:21]12[CH2:22][CH2:23][CH2:24][N:25]=[C:26]1[CH2:27][CH2:28][CH2:29][CH2:30][CH2:31]2.[O:32]=[CH:33][N:34]([CH3:35])[CH3:36].[OH2:37].[SH:10][CH2:11][CH2:12][NH:13][C:14]([O:15][C:16]([CH3:17])([CH3:18])[CH3:19])=[O:20]>>[c:2]1([S:10][CH2:11][CH2:12][NH:13][C:14]([O:15][C:16]([CH3:17])([CH3:18])[CH3:19])=[O:20])[n:3][cH:4][c:5]([C:8]#[N:9])[cH:6][cH:7]1. The product is CC(C)(C)OC(=O)NCCSc1ccc(C#N)cn1. Reactants: Cc1cc(C(=O)O)c(Br)s1, Cc1cc(C(=O)Cl)c(Br)s1, Cc1ccccc1, COc1ccc(N)c(O)c1, O=S(Cl)Cl, c1ccncc1. The product is COc1ccc(NC(=O)c2cc(C)sc2Br)c(O)c1. RXN SMILES: [Br:11][c:12]1[s:13][c:14]([CH3:15])[cH:16][c:17]1[C:18]([OH:19])=[O:20].[Br:1][c:2]1[s:3][c:4]([CH3:10])[cH:5][c:6]1[C:7](=[O:8])[Cl:9].[CH3:35][c:36]1[cH:37][cH:38][cH:39][cH:40][cH:41]1.[NH2:25][c:26]1[c:27]([OH:34])[cH:28][c:29]([O:32][CH3:33])[cH:30][cH:31]1.[S:21]([Cl:22])([Cl:23])=[O:24].[cH:42]1[cH:43][cH:44][n:45][cH:46][cH:47]1>>[Br:1][c:2]1[s:3][c:4]([CH3:10])[cH:5][c:6]1[C:7](=[O:8])[NH:25][c:26]1[c:27]([OH:34])[cH:28][c:29]([O:32][CH3:33])[cH:30][cH:31]1. Reactants: Cl.BrC(C#N)CNCC(=O)OCC (2-bromo-3-(carbethoxymethylamino)-propionitrile hydrochloride), N(CCO)(CCO)CCO (triethanolamine). The product is C(#N)C1N(C1)CC(=O)OCC (ethyl 2-cyano-1-aziridineacetate). The yield is 34.0%. As a reaction SMILES: Cl.Br[CH:3]([CH2:6][NH:7][CH2:8][C:9]([O:11][CH2:12][CH3:13])=[O:10])[C:4]#[N:5].N(CCO)(CCO)CCO>>[C:4]([CH:3]1[CH2:6][N:7]1[CH2:8][C:9]([O:11][CH2:12][CH3:13])=[O:10])#[N:5] |f:0.1|. Reported procedure: reaction of 2-bromo-3-(carbethoxymethylamino)-propionitrile hydrochloride (prepared by reacting 2,3-dibromopropionitrile with glycine ethyl ester; m.p. 70°-75° C.) with triethanolamine gives ethyl 2-cyano-1-aziridineacetate; b.p.0.1 : 88°-90° C.; yield 34% of theory; The reactants are CC1=C(N=C(O1)C1=CC=CC=C1)COC1=CC=C(CN2N=C(C(=C2)C=O)C=2SC=CC2)C=C1 (1-[4-(5-methyl-2-phenyl-4-oxazolylmethoxy)benzyl]-3-(2-thienyl)-1H-pyrazole-4-carbaldehyde), C(CC(=O)OCC)(=O)OCC (diethyl malonate), N1CCCCC1 (piperidine), C(C1=CC=CC=C1)(=O)O (benzoic acid), Cl (hydrochloric acid). The solvent is C1(=CC=CC=C1)C (toluene). Reaction conditions: time 1 hour. The product is CC1=C(N=C(O1)C1=CC=CC=C1)COC1=CC=C(CN2N=C(C(=C2)CC(C(=O)OCC)C(=O)OCC)C=2SC=CC2)C=C1 (diethyl [1-[4-(5-methyl-2-phenyl-4-oxazolylmethoxy)benzyl]-3-(2-thienyl)-1H-pyrazol-4-yl]methylmalonate). Isolated yield 92.0%. Reaction SMILES: [CH3:1][C:2]1[O:6][C:5]([C:7]2[CH:12]=[CH:11][CH:10]=[CH:9][CH:8]=2)=[N:4][C:3]=1[CH2:13][O:14][C:15]1[CH:33]=[CH:32][C:18]([CH2:19][N:20]2[CH:24]=[C:23]([CH:25]=O)[C:22]([C:27]3[S:28][CH:29]=[CH:30][CH:31]=3)=[N:21]2)=[CH:17][CH:16]=1.[C:34]([O:42][CH2:43][CH3:44])(=[O:41])[CH2:35][C:36]([O:38][CH2:39][CH3:40])=[O:37].N1CCCCC1.C(O)(=O)C1C=CC=CC=1.Cl>C1(C)C=CC=CC=1>[CH3:1][C:2]1[O:6][C:5]([C:7]2[CH:8]=[CH:9][CH:10]=[CH:11][CH:12]=2)=[N:4][C:3]=1[CH2:13][O:14][C:15]1[CH:33]=[CH:32][C:18]([CH2:19][N:20]2[CH:24]=[C:23]([CH2:25][CH:35]([C:36]([O:38][CH2:39][CH3:40])=[O:37])[C:34]([O:42][CH2:43][CH3:44])=[O:41])[C:22]([C:27]3[S:28][CH:29]=[CH:30][CH:31]=3)=[N:21]2)=[CH:17][CH:16]=1. Reported procedure: A mixture of 1-[4-(5-methyl-2-phenyl-4-oxazolylmethoxy)benzyl]-3-(2-thienyl)-1H-pyrazole-4-carbaldehyde (5.02 g), diethyl malonate (2.12 g), piperidine (0.35 ml), benzoic acid (0.27 g), and toluene (50 ml) was subjected to azeotropic dehydration for 1 hour. The reaction mixture was poured into dilute hydrochloric acid, and extracted with ethyl acetate. The ethyl acetate layer was washed with saturated aqueous sodium chloride solution, dried (MgSO4), and concentrated. The residue was subjected to... The reactants are CC(C)C1=C(C(=CC=C1)C(C)C)CC(=O)C=1C(=C(C(=CC1)C(C)C)OS(N)(=O)=O)C(C)C (Sulfamic acid[[2,6-bis(1-methylethyl)phenyl]-acetyl]-2,6-bis(1-methylethyl)phenyl ester), C(C)(C)C1=C(C(=CC=C1)C(C)C)CC(=O)Cl (2,6-diisopropylphenylacetyl chloride), C1(=CC=CC=C1)C(C(=O)Cl)CC (2-phenylbutyryl chloride). Yields the product O=C(C(CC)C1=CC=CC=C1)C=1C(=C(C(=CC1)C(C)C)OS(N)(=O)=O)C(C)C (sulfamic acid (1-oxo-2-phenylbutyl)-2,6 -bis(1-methylethyl)phenyl ester). As a reaction SMILES: [CH3:1][CH:2]([C:4]1C=CC=[C:6]([CH:10](C)C)[C:5]=1[CH2:13][C:14]([C:16]1[C:17]([CH:30]([CH3:32])[CH3:31])=[C:18]([O:25][S:26](=[O:29])(=[O:28])[NH2:27])[C:19]([CH:22]([CH3:24])[CH3:23])=[CH:20][CH:21]=1)=[O:15])C.[CH:33](C1C=CC=C(C(C)C)C=1CC(Cl)=O)(C)[CH3:34].C1(C(CC)C(Cl)=O)C=CC=CC=1>>[O:15]=[C:14]([C:16]1[C:17]([CH:30]([CH3:32])[CH3:31])=[C:18]([O:25][S:26](=[O:29])(=[O:28])[NH2:27])[C:19]([CH:22]([CH3:24])[CH3:23])=[CH:20][CH:21]=1)[CH:13]([C:5]1[CH:4]=[CH:2][CH:1]=[CH:10][CH:6]=1)[CH2:33][CH3:34]. Procedure: This compound was prepared in the same manner as for the title compound of Example 1, except that 2,6-diisopropylphenylacetyl chloride was replaced with 2-phenylbutyryl chloride, mp 142°-145° C. The reactants are O=C1C(=CN=C2N1C=NC=1C=CC(=CC21)NC(CCC2CCCC2)=O)C(=O)OC (methyl 4-oxo-10-(3-cyclopentylpropionamido)-4H-pyrimido[1,2-C]quinazoline-3-carboxylate), [I-].[Li+] (lithium iodide), Cl (hydrochloric acid). Run in O (water), N1=CC=CC=C1 (pyridine). Conditions: temperature 120 celsius, time 1.5 hour. Yields the product O=C1C(=CN=C2N1C=NC=1C=CC(=CC21)NC(CCC2CCCC2)=O)C(=O)O (4-oxo-10-(3-cyclopentylpropionamido)-4H-pyrimido[1,2-C]quinazoline-3-carboxylic acid). Isolated yield 79.8%. Reaction SMILES: [O:1]=[C:2]1[N:7]2[CH:8]=[N:9][C:10]3[CH:11]=[CH:12][C:13]([NH:16][C:17](=[O:25])[CH2:18][CH2:19][CH:20]4[CH2:24][CH2:23][CH2:22][CH2:21]4)=[CH:14][C:15]=3[C:6]2=[N:5][CH:4]=[C:3]1[C:26]([O:28]C)=[O:27].[I-].[Li+].Cl>N1C=CC=CC=1.O>[O:1]=[C:2]1[N:7]2[CH:8]=[N:9][C:10]3[CH:11]=[CH:12][C:13]([NH:16][C:17](=[O:25])[CH2:18][CH2:19][CH:20]4[CH2:24][CH2:23][CH2:22][CH2:21]4)=[CH:14][C:15]=3[C:6]2=[N:5][CH:4]=[C:3]1[C:26]([OH:28])=[O:27] |f:1.2|. Procedure details: A mixture of methyl 4-oxo-10-(3-cyclopentylpropionamido)-4H-pyrimido[1,2-C]quinazoline-3-carboxylate (5.72 g) and anhydrous lithium iodide (14.3 g) in dry pyridine (59 ml) was stirred at 120° C. for 1.5 hours. The reaction mixture was concentrated under reduced pressure to give crystalline residue, which was suspended in water (100 ml). The suspension was adjusted to pH 1.7 with conc. hydrochloric acid to yield yellow crystals, which were separated by filtration, washed with water and dried. Rec...